This data is from the Open Reaction Database (ORD), a public repository of structured organic reaction records. The task is: describe an organic reaction: reactants, conditions, products, and yield Reactants: Cl (hydrochloric acid), FC(CCC(C1=C(C=C(C=C1)N1N=C2CCCCC2=C1)C)NC1=CC=C(C(=O)N2C[C@@H](CCC2)C(=O)OCC)C=C1)(F)F (ethyl (3R)-1-(4-((4,4,4-trifluoro-1-(2-methyl-4-(4,5,6,7-tetrahydro-2H-indazol-2-yl)phenyl)butyl)amino)benzoyl)piperidine-3-carboxylate), C1CCOC1 (THF), [OH-].[Na+] (sodium hydroxide). Solvent: C(C)O (ethanol). Conditions: time 1 hour. Yields the product FC(CCC(C1=C(C=C(C=C1)N1N=C2CCCCC2=C1)C)NC1=CC=C(C(=O)N2C[C@@H](CCC2)C(=O)O)C=C1)(F)F ((3R)-1-(4-((4,4,4-trifluoro-1-(2-methyl-4-(4,5,6,7-tetrahydro-2H-indazol-2-yl)phenyl)butyl)amino)benzoyl)piperidine-3-carboxylic acid). Yield: 88.9%. RXN SMILES: [F:1][C:2]([F:43])([F:42])[CH2:3][CH2:4][CH:5]([NH:22][C:23]1[CH:41]=[CH:40][C:26]([C:27]([N:29]2[CH2:34][CH2:33][CH2:32][C@@H:31]([C:35]([O:37]CC)=[O:36])[CH2:30]2)=[O:28])=[CH:25][CH:24]=1)[C:6]1[CH:11]=[CH:10][C:9]([N:12]2[CH:20]=[C:19]3[C:14]([CH2:15][CH2:16][CH2:17][CH2:18]3)=[N:13]2)=[CH:8][C:7]=1[CH3:21].C1COCC1.[OH-].[Na+].Cl>C(O)C>[F:43][C:2]([F:1])([F:42])[CH2:3][CH2:4][CH:5]([NH:22][C:23]1[CH:41]=[CH:40][C:26]([C:27]([N:29]2[CH2:34][CH2:33][CH2:32][C@@H:31]([C:35]([OH:37])=[O:36])[CH2:30]2)=[O:28])=[CH:25][CH:24]=1)[C:6]1[CH:11]=[CH:10][C:9]([N:12]2[CH:20]=[C:19]3[C:14]([CH2:15][CH2:16][CH2:17][CH2:18]3)=[N:13]2)=[CH:8][C:7]=1[CH3:21] |f:2.3|. Procedure details: To a mixture of ethyl (3R)-1-(4-((4,4,4-trifluoro-1-(2-methyl-4-(4,5,6,7-tetrahydro-2H-indazol-2-yl)phenyl)butyl)amino)benzoyl)piperidine-3-carboxylate (155.4 mg), THF (0.5 mL) and ethanol (0.5 mL) was added 1M aqueous sodium hydroxide solution (0.521 mL), and the mixture was stirred at room temperature for 1 hr. To the reaction mixture was added 1M hydrochloric acid (0.6 and the mixture was extracted with ethyl acetate. The extract was washed with water and saturated brine, and dried over anhyd...